Dataset: the Open Reaction Database (ORD), a public repository of structured organic reaction records. Task: describe an organic reaction: reactants, conditions, products, and yield Starting materials: BrC1=CC(=C(C(=O)O)C=C1)F (4-bromo-2-fluorobenzoic acid), C(C(=O)Cl)(=O)Cl (oxalyl chloride), acid chloride. Reagents/catalysts: CN(C=O)C (dimethylformamide). The solvent is ClCCl (dichloromethane). Run at time 3 hour. The product is BrC1=CC(=C(C(=O)Cl)C=C1)F (4-Bromo-2-fluorobenzoic acid chloride). As a reaction SMILES: [Br:1][C:2]1[CH:10]=[CH:9][C:5]([C:6](O)=[O:7])=[C:4]([F:11])[CH:3]=1.C(Cl)(=O)C([Cl:15])=O>ClCCl.CN(C)C=O>[Br:1][C:2]1[CH:10]=[CH:9][C:5]([C:6]([Cl:15])=[O:7])=[C:4]([F:11])[CH:3]=1. Procedure: Procedure CC: To a stirring solution of 4-bromo-2-fluorobenzoic acid (1.0 mmol) and oxalyl chloride (2.0 mmol) in dichloromethane (0.10M), add 2 drops of dimethylformamide as a catalyst. Stir at room temperature for 3 hours. After this time, concentrate the reaction in vacuo. Assume total conversion to the acid chloride. Starting materials: C(=O)(OC(C)(C)C)NC(CC=1N=CSC1)C(=O)O ((RS)-Boc-3-(4-thiazolyl)alanine), NC(C(C(O)C1CC1)O)CC1CCCCC1 (3-amino-4-cyclohexyl-1-cyclopropyl-1,2-butanediol). The product is C1(CCCCC1)C[C@@H]([C@H]([C@@H](O)C1CC1)O)NC(=O)C(CC=1N=CSC1)NC(OC(C)(C)C)=O (tert-butyl [(RS)-1-[[(1S,2R,3S)-1-(cyclohexylmethyl)-3-cyclopropyl-2,3-dihydroxypropyl]carbamoyl]-2-(4-thiazolyl)ethyl]carbamate). Reaction SMILES: [C:1]([NH:8][CH:9]([C:16]([OH:18])=O)[CH2:10][C:11]1[N:12]=[CH:13][S:14][CH:15]=1)([O:3][C:4]([CH3:7])([CH3:6])[CH3:5])=[O:2].[NH2:19][CH:20]([CH2:28][CH:29]1[CH2:34][CH2:33][CH2:32][CH2:31][CH2:30]1)[CH:21]([OH:27])[CH:22]([CH:24]1[CH2:26][CH2:25]1)[OH:23]>>[CH:29]1([CH2:28][C@H:20]([NH:19][C:16]([CH:9]([NH:8][C:1](=[O:2])[O:3][C:4]([CH3:5])([CH3:6])[CH3:7])[CH2:10][C:11]2[N:12]=[CH:13][S:14][CH:15]=2)=[O:18])[C@@H:21]([OH:27])[C@H:22]([CH:24]2[CH2:25][CH2:26]2)[OH:23])[CH2:30][CH2:31][CH2:32][CH2:33][CH2:34]1. Reported procedure: In a manner analogous to the procedure described in Example 16(c), by condensing (RS)-Boc-3-(4-thiazolyl)alanine, prepared according to the synthesis described in EPA 0274259, and 3-amino-4-cyclohexyl-1-cyclopropyl-1,2-butanediol there is obtained tert-butyl [(RS)-1-[[(1S,2R,3S)-1-(cyclohexylmethyl)-3-cyclopropyl-2,3-dihydroxypropyl]carbamoyl]-2-(4-thiazolyl)ethyl]carbamate (1:1 epimer mixture) as a colourless solid; MS: 482 (M+H)+. Reactants: CN(C)C(=N)N(C)C, CO, CC(N)C(Oc1ccc2c(cnn2-c2ccc(F)cc2)c1)c1cnc2ccccc2c1, O=C(O)C(F)(F)F, CCOC(=O)C(F)(F)F, O=C(O)C(F)(F)F. Yields the product CC(NC(=O)C(F)(F)F)C(Oc1ccc2c(cnn2-c2ccc(F)cc2)c1)c1cnc2ccccc2c1. Reaction SMILES: [CH3:46][N:47]([CH3:48])[C:49]([N:50]([CH3:51])[CH3:52])=[NH:53].[CH3:63][OH:64].[F:15][c:16]1[cH:17][cH:18][c:19](-[n:22]2[n:23][cH:24][c:25]3[cH:26][c:27]([O:31][CH:32]([CH:33]([CH3:34])[NH2:35])[c:36]4[cH:37][n:38][c:39]5[cH:40][cH:41][cH:42][cH:43][c:44]5[cH:45]4)[cH:28][cH:29][c:30]23)[cH:20][cH:21]1.[F:1][C:2]([C:3](=[O:4])[OH:5])([F:6])[F:7].[F:54][C:55]([F:56])([F:57])[C:58]([O:59][CH2:60][CH3:61])=[O:62].[F:8][C:9]([F:10])([F:11])[C:12]([OH:13])=[O:14]>>[F:1][C:2]([C:3](=[O:4])[NH:35][CH:33]([CH:32]([O:31][c:27]1[cH:26][c:25]2[cH:24][n:23][n:22](-[c:19]3[cH:18][cH:17][c:16]([F:15])[cH:21][cH:20]3)[c:30]2[cH:29][cH:28]1)[c:36]1[cH:37][n:38][c:39]2[cH:40][cH:41][cH:42][cH:43][c:44]2[cH:45]1)[CH3:34])([F:6])[F:7]. The reactants are COc1ccc(N2CCNCC2)cc1, CCN(C(C)C)C(C)C, CCCc1cc(CCC=O)n(-c2ccccc2)n1. Yields the product CCCc1cc(CCCN2CCN(c3ccc(OC)cc3)CC2)n(-c2ccccc2)n1. Reaction SMILES: [CH3:19][O:20][c:21]1[cH:22][cH:23][c:24]([N:27]2[CH2:28][CH2:29][NH:30][CH2:31][CH2:32]2)[cH:25][cH:26]1.[CH:33]([N:34]([CH2:35][CH3:36])[CH:37]([CH3:38])[CH3:39])([CH3:40])[CH3:41].[c:1]1(-[n:7]2[n:8][c:9]([CH2:16][CH2:17][CH3:18])[cH:10][c:11]2[CH2:12][CH2:13][CH:14]=[O:15])[cH:2][cH:3][cH:4][cH:5][cH:6]1>>[c:1]1(-[n:7]2[n:8][c:9]([CH2:16][CH2:17][CH3:18])[cH:10][c:11]2[CH2:12][CH2:13][CH2:14][N:30]2[CH2:29][CH2:28][N:27]([c:24]3[cH:23][cH:22][c:21]([O:20][CH3:19])[cH:26][cH:25]3)[CH2:32][CH2:31]2)[cH:2][cH:3][cH:4][cH:5][cH:6]1. The reactants are C(C)(C)(C)OC(=O)N1CCC(CC1)N1N=CC(=C1)C=1C=NC=C(C1)C1=CC(=NC2=NC=CC=C12)C1=C(C=CC(=C1)Cl)F (4-(4-{5-[2-(5-chloro-2-fluoro-phenyl)-[1,8]naphthyridin-4-yl]-pyridin-3-yl}-pyrazol-1-yl)-piperidine-1-carboxylic acid tert-butyl-ester). The reagents and catalysts are CO (methanol). Run in Cl (HCl), O1CCOCC1 (dioxane). Conditions: time 3 hour. Yields the product Cl.Cl.ClC=1C=CC(=C(C1)C1=NC2=NC=CC=C2C(=C1)C=1C=NC=C(C1)C=1C=NN(C1)C1CCNCC1)F (2-(5-chloro-2-fluoro-phenyl)-4-[5-(1-piperidin-4-yl-1H-pyrazol-4-yl)-pyridin-3-yl]-[1,8]naphthyridine dihydrochloride). As a reaction SMILES: C(OC([N:8]1[CH2:13][CH2:12][CH:11]([N:14]2[CH:18]=[C:17]([C:19]3[CH:20]=[N:21][CH:22]=[C:23]([C:25]4[C:34]5[C:29](=[N:30][CH:31]=[CH:32][CH:33]=5)[N:28]=[C:27]([C:35]5[CH:40]=[C:39]([Cl:41])[CH:38]=[CH:37][C:36]=5[F:42])[CH:26]=4)[CH:24]=3)[CH:16]=[N:15]2)[CH2:10][CH2:9]1)=O)(C)(C)C>Cl.O1CCOCC1.CO>[ClH:41].[ClH:41].[Cl:41][C:39]1[CH:38]=[CH:37][C:36]([F:42])=[C:35]([C:27]2[CH:26]=[C:25]([C:23]3[CH:22]=[N:21][CH:20]=[C:19]([C:17]4[CH:16]=[N:15][N:14]([CH:11]5[CH2:10][CH2:9][NH:8][CH2:13][CH2:12]5)[CH:18]=4)[CH:24]=3)[C:34]3[C:29](=[N:30][CH:31]=[CH:32][CH:33]=3)[N:28]=2)[CH:40]=1 |f:4.5.6|. Procedure: A slurry of 155 mg (0.265 mmol) 4-(4-{5-[2-(5-chloro-2-fluoro-phenyl)-[1,8]naphthyridin-4-yl]-pyridin-3-yl}-pyrazol-1-yl)-piperidine-1-carboxylic acid tert-butyl-ester in 1.5 ml 4 N HCl in dioxane was treated with 1 drop of methanol. The solution thus formed was left for 3 hours at room temperature and subsequently evaporated. The residue was treated with tert-butyl-methyl-ether and the solid was filtered off. The residue was dissolved in water and lyophilized yielding 2-(5-chloro-2-fluoro-pheny... As a reaction SMILES: [CH2:1]([N:4]=[C:5]=[O:6])[CH2:2][CH3:3].[NH:7]1[CH2:12][CH2:11][CH:10]([C:13]2[O:17][N:16]=[C:15]([C:18]3[CH:23]=[CH:22][N:21]=[CH:20][CH:19]=3)[N:14]=2)[CH2:9][CH2:8]1>C(Cl)Cl>[CH2:1]([NH:4][C:5]([N:7]1[CH2:12][CH2:11][CH:10]([C:13]2[O:17][N:16]=[C:15]([C:18]3[CH:23]=[CH:22][N:21]=[CH:20][CH:19]=3)[N:14]=2)[CH2:9][CH2:8]1)=[O:6])[CH2:2][CH3:3]. Starting materials: C(CC)N=C=O (1-Propylisocyanate), N1CCC(CC1)C1=NC(=NO1)C1=CC=NC=C1 (4-(5-Piperidin-4-yl-[1,2,4]oxadiazol-3-yl)pyridine). Solvent: C(Cl)Cl (CH2Cl2). Procedure details: 1-Propylisocyanate (13 μl, 137 μmol) was added to a solution of 4-(5-piperidin-4-yl-[1,2,4]oxadiazol-3-yl)pyridine (Example 51, 15.8 mg, 691 mol) in CH2Cl2 (0.7 ml). After stirring 18 h at rt, the solvent was removed to afford the title compound: RT=2.72 min; m/z (ES+)=316.3 [M+H]+. The product is C(CC)NC(=O)N1CCC(CC1)C1=NC(=NO1)C1=CC=NC=C1 (4-(3-Pyridin-4-yl-[1,2,4]oxadiazol-5-yl)piperidine-1-carboxylic acid propylamide). Reaction conditions: time 18 hour. The reactants are [OH-].[K+] (potassium hydroxide), O.O.O.C(C)(=O)[O-].[Pb+2].C(C)(=O)[O-] (Lead acetate trihydrate), FC1=CC(=C(C=C1)C1=CC=CC=C1)NC(=S)N (N-(4-fluoro-2-biphenylyl)thiourea). Run in O (water), O (water), O (water). The product is FC1=CC(=C(C=C1)C1=CC=CC=C1)NC#N (4-fluoro-2-biphenylylcyanamide). As a reaction SMILES: [F:1][C:2]1[CH:7]=[CH:6][C:5]([C:8]2[CH:13]=[CH:12][CH:11]=[CH:10][CH:9]=2)=[C:4]([NH:14][C:15]([NH2:17])=S)[CH:3]=1.[OH-].[K+].O.O.O.C([O-])(=O)C.[Pb+2].C([O-])(=O)C>O>[F:1][C:2]1[CH:7]=[CH:6][C:5]([C:8]2[CH:13]=[CH:12][CH:11]=[CH:10][CH:9]=2)=[C:4]([NH:14][C:15]#[N:17])[CH:3]=1 |f:1.2,3.4.5.6.7.8|. Procedure details: A suspension of N-(4-fluoro-2-biphenylyl)thiourea (11 g) in water (70 ml) was reacted with a solution of potassium hydroxide (25.2 g) in water (70 ml). Lead acetate trihydrate (17 g) in water (70 ml) was added and the reaction mixture heated at 90°-95° C. for 40 minutes to give 4-fluoro-2-biphenylylcyanamide (m.p. 68°-70° C.). Starting materials: Cl.C12OCC(NC1)C2 (2-oxa-5-aza-bicyclo[2.2.1]heptane hydrochloride), C([O-])([O-])=O (carbonate), BrC=1C=C2C=NN=C(C2=CC1)Cl (6-bromo-1-chlorophthalazine), C([O-])([O-])=O.[K+].[K+] (potassium carbonate), C1(CC1)NC(C1=CC(=C(C=C1)C)B1OC(C(O1)(C)C)(C)C)=O (N-cyclopropyl-4-methyl-3-(4,4,5,5-tetramethyl-1,3,2-dioxaborolan-2-yl)benzamide). The reagents and catalysts are C=1C=CC(=CC1)[P](C=2C=CC=CC2)(C=3C=CC=CC3)[Pd]([P](C=4C=CC=CC4)(C=5C=CC=CC5)C=6C=CC=CC6)([P](C=7C=CC=CC7)(C=8C=CC=CC8)C=9C=CC=CC9)[P](C=1C=CC=CC1)(C=1C=CC=CC1)C=1C=CC=CC1 (tetrakis(triphenylphosphine)palladium). Run in CO (methanol), C(C)#N (acetonitrile), O (H2O), COCCOC.CCO (DME EtOH). Run at temperature 190 celsius. Yields the product C12N(CC(OC1)C2)C2=NN=CC1=CC(=CC=C21)C=2C=C(C(=O)NC1CC1)C=CC2C (3-(1-(5-oxa-2-aza-bicyclo[2.2.1]heptan-2-yl)phthalazin-6-yl)-N-cyclopropyl-4-methylbenzamide). Isolated yield 127.6%. RXN SMILES: Cl.[CH:2]12[CH2:8][CH:5]([NH:6][CH2:7]1)[CH2:4][O:3]2.C(=O)([O-])[O-].Br[C:14]1[CH:15]=[C:16]2[C:21](=[CH:22][CH:23]=1)[C:20](Cl)=[N:19][N:18]=[CH:17]2.C(=O)([O-])[O-].[K+].[K+].[CH:31]1([NH:34][C:35](=[O:52])[C:36]2[CH:41]=[CH:40][C:39]([CH3:42])=[C:38](B3OC(C)(C)C(C)(C)O3)[CH:37]=2)[CH2:33][CH2:32]1>CO.C1C=CC([P]([Pd]([P](C2C=CC=CC=2)(C2C=CC=CC=2)C2C=CC=CC=2)([P](C2C=CC=CC=2)(C2C=CC=CC=2)C2C=CC=CC=2)[P](C2C=CC=CC=2)(C2C=CC=CC=2)C2C=CC=CC=2)(C2C=CC=CC=2)C2C=CC=CC=2)=CC=1.O.COCCOC.CCO.C(#N)C>[CH:5]12[CH2:8][CH:2]([O:3][CH2:4]1)[CH2:7][N:6]2[C:20]1[C:21]2[C:16](=[CH:15][C:14]([C:38]3[CH:37]=[C:36]([CH:41]=[CH:40][C:39]=3[CH3:42])[C:35]([NH:34][CH:31]3[CH2:32][CH2:33]3)=[O:52])=[CH:23][CH:22]=2)[CH:17]=[N:18][N:19]=1 |f:0.1,4.5.6,11.12,^1:58,60,79,98|. Procedure: A mixture of 2-oxa-5-aza-bicyclo[2.2.1]heptane hydrochloride (223 mg, 1643 μmol) in 10 mL methanol was treated with MP-carbonate (1 g, 3.2 mmol) at 22° C. for 1 h. The mixture was filtered and concentrated. The residue, 6-bromo-1-chlorophthalazine (Example 1, 100 mg, 411 μmol), potassium carbonate (57 mg, 411 μmol) and 5 mL acetonitrile was added to a glass microwave reaction vessel. The reaction mixture was stirred and heated in a Smith Synthesizer® microwave reactor (Personal Chemistry, Inc., ... The reactants are O (Water), N1=CC=CC=C1 (pyridine), [Cl-].FC1=C(C(=O)[O-])C=CC(=C1)C(F)(F)F (2-fluoro-4-(trifluoromethyl)benzoate chloride), NCC=1C=C(C=CC1OC)CC(C(=O)OCC)OC(C)C (ethyl 3-[3-(aminomethyl)-4-methoxyphenyl]-2-isopropoxypropanoate). Solvent: CN(C=O)C (N,N-dimethylformamide). Reaction conditions: time 12 hour. Product: C(C)(C)OC(C(=O)OCC)CC1=CC(=C(C=C1)OC)CNC(C1=C(C=C(C=C1)C(F)(F)F)F)=O (ethyl 2-isopropoxy-3-[4-methoxy-3-({[2-fluoro-4-(trifluoromethyl)benzoyl]amino}methyl)phenyl]propanoate). Yield: 81.1%. As a reaction SMILES: [NH2:1][CH2:2][C:3]1[CH:4]=[C:5]([CH2:11][CH:12]([O:18][CH:19]([CH3:21])[CH3:20])[C:13]([O:15][CH2:16][CH3:17])=[O:14])[CH:6]=[CH:7][C:8]=1[O:9][CH3:10].N1C=CC=CC=1.[Cl-].[F:29][C:30]1[CH:38]=[C:37]([C:39]([F:42])([F:41])[F:40])[CH:36]=[CH:35][C:31]=1[C:32]([O-])=[O:33].O>CN(C)C=O>[CH:19]([O:18][CH:12]([CH2:11][C:5]1[CH:6]=[CH:7][C:8]([O:9][CH3:10])=[C:3]([CH2:2][NH:1][C:32](=[O:33])[C:31]2[CH:35]=[CH:36][C:37]([C:39]([F:40])([F:41])[F:42])=[CH:38][C:30]=2[F:29])[CH:4]=1)[C:13]([O:15][CH2:16][CH3:17])=[O:14])([CH3:20])[CH3:21] |f:2.3|. Procedure: 0.15 g of ethyl 3-[3-(aminomethyl)-4-methoxyphenyl]-2-isopropoxypropanoate was dissolved in 5 ml N,N-dimethylformamide, and 0.2 ml pyridine and 0.24 g of 2-fluoro-4-(trifluoromethyl)benzoate chloride were added, followed by stirring at room temperature for 12 hours. Water was added to the reaction solution, followed by extracting with ethyl acetate The extract was washed with brine, dried over anhydrous magnesium sulfate and the solvent was evapoarated. The residue was subjected to silica gel co...